Dataset: the Open Reaction Database (ORD), a public repository of structured organic reaction records. Task: describe an organic reaction: reactants, conditions, products, and yield The product is ClC1=CC=C2C(C(=CN(C2=C1)C1=CC=CC=C1)CNC(=O)NC1C2CC3CC(CC1C3)(C2)O)=O (1-(7-Chloro-4-oxo-1-phenyl-1,4-dihydro-quinolin-3-ylmethyl)-3-(5-hydroxy-adamantan-2-yl)-urea). Reaction SMILES: [Cl:1][C:2]1[CH:11]=[C:10]2[C:5]([C:6](=[O:32])[C:7]([CH2:18][NH:19][C:20](=[O:31])OC3C=CC([N+]([O-])=O)=CC=3)=[CH:8][N:9]2[C:12]2[CH:17]=[CH:16][CH:15]=[CH:14][CH:13]=2)=[CH:4][CH:3]=1.[CH2:33]1[CH:38]2[CH2:39][CH:40]3[CH:42]([NH2:43])[C@@H:34]1[CH2:35][C:36]([OH:44])([CH2:41]3)[CH2:37]2>>[Cl:1][C:2]1[CH:11]=[C:10]2[C:5]([C:6](=[O:32])[C:7]([CH2:18][NH:19][C:20]([NH:43][CH:42]3[CH:34]4[CH2:33][CH:38]5[CH2:37][C:36]([OH:44])([CH2:41][CH:40]3[CH2:39]5)[CH2:35]4)=[O:31])=[CH:8][N:9]2[C:12]2[CH:17]=[CH:16][CH:15]=[CH:14][CH:13]=2)=[CH:4][CH:3]=1. Starting materials: ClC1=CC=C2C(C(=CN(C2=C1)C1=CC=CC=C1)CNC(OC1=CC=C(C=C1)[N+](=O)[O-])=O)=O (4-nitrophenyl (7-chloro-4-oxo-1-phenyl-1,4-dihydroquinolin-3-yl)methylcarbamate), C1[C@H]2CC3(CC1CC(C3)C2N)O (trans-4-aminoadamantan-1-ol). Reported procedure: 1-(7-Chloro-4-oxo-1-phenyl-1,4-dihydro-quinolin-3-ylmethyl)-3-(5-hydroxy-adamantan-2-yl)-urea was prepared starting from intermediate M and trans-4-aminoadamantan-1-ol. MS calcd. for C27H29ClN3O3 [(M+H)+] 478.2, obsd. 478.0. Starting materials: C(C)N1C=C(C(C2=CC(=C(C(=C12)F)F)F)=O)C(=O)O (1-ethyl-6,7,8-trifluoro-1,4-dihydro-4-oxo-3-quinolinecarboxylic acid), C(C)(C)(C)OC(=O)N[C@@H]1CNC[C@@H]1C (cis-3-t-butoxycarbonylamino-4-methylpyrrolidine), C1CCC2=NCCCN2CC1 (DBU). Solvent: C(C)#N (acetonitrile). The product is N[C@@H]1CN(C[C@@H]1C)C1=C(C=C2C(C(=CN(C2=C1F)CC)C(=O)O)=O)F (7-(cis-3-Amino-4-methyl-1-pyrrolidinyl)-1-ethyl-6,8-difluoro-1,4-dihydro-4-oxo-3-quinolinecarboxylic acid). The yield is 31.6%. Reaction SMILES: [CH2:1]([N:3]1[C:12]2[C:7](=[CH:8][C:9]([F:15])=[C:10](F)[C:11]=2[F:13])[C:6](=[O:16])[C:5]([C:17]([OH:19])=[O:18])=[CH:4]1)[CH3:2].C(OC([NH:27][C@H:28]1[C@@H:32]([CH3:33])[CH2:31][NH:30][CH2:29]1)=O)(C)(C)C.C1CCN2C(=NCCC2)CC1>C(#N)C>[NH2:27][C@H:28]1[C@@H:32]([CH3:33])[CH2:31][N:30]([C:10]2[C:11]([F:13])=[C:12]3[C:7]([C:6](=[O:16])[C:5]([C:17]([OH:19])=[O:18])=[CH:4][N:3]3[CH2:1][CH3:2])=[CH:8][C:9]=2[F:15])[CH2:29]1. Reported procedure: A mixture of 1-ethyl-6,7,8-trifluoro-1,4-dihydro-4-oxo-3-quinolinecarboxylic acid (1.0 g), cis-3-t-butoxycarbonylamino-4-methylpyrrolidine (0.89 g), DBU (0.62 g) and anhydrous acetonitrile (30 ml) was refluxed for 2 hours and then concentrated. The resulting residue was dissolved in chloroform (50 ml), washed with 10% aqueous citric acid solution and water successively, dried over anhydrous sodium sulfate and concentrated. To the resulting residue was added hot methanol to crystallize and then c... Starting materials: CC(C)=O, O=C(NC1CCCc2ccccc21)C(F)(F)F, [K+], O=[Mn](=O)(=O)[O-], O. Product: O=C1CCC(NC(=O)C(F)(F)F)c2ccccc21. Reaction SMILES: [CH3:24][C:25](=[O:26])[CH3:27].[F:1][C:2]([C:3](=[O:4])[NH:5][CH:6]1[CH2:7][CH2:8][CH2:9][c:10]2[cH:11][cH:12][cH:13][cH:14][c:15]21)([F:16])[F:17].[K+:23].[Mn:18](=[O:19])([O-:20])(=[O:21])=[O:22].[OH2:28]>>[F:1][C:2]([C:3](=[O:4])[NH:5][CH:6]1[CH2:7][CH2:8][C:9](=[O:19])[c:10]2[cH:11][cH:12][cH:13][cH:14][c:15]21)([F:16])[F:17]. The reactants are CN1CCC2=C(CNC2)C1, CC#N, O=C(O)C1C(=O)c2cc(F)c(Cl)nc2N(C2CC2F)C1=O, Cl. Product: Cl, CN1CCC2=C(C1)CN(c1nc3c(cc1F)C(=O)C(C(=O)O)C(=O)N3C1CC1F)C2. Reaction SMILES: [CH3:22][N:23]1[CH2:24][C:25]2=[C:26]([CH2:27][CH2:28]1)[CH2:29][NH:30][CH2:31]2.[CH3:33][C:34]#[N:35].[Cl:1][c:2]1[c:3]([F:21])[cH:4][c:5]2[c:10]([n:11]1)[N:9]([CH:12]1[CH:13]([F:15])[CH2:14]1)[C:8](=[O:16])[CH:7]([C:17](=[O:18])[OH:19])[C:6]2=[O:20].[ClH:32]>>[ClH:1].[c:2]1([N:30]2[CH2:29][C:26]3=[C:25]([CH2:24][N:23]([CH3:22])[CH2:28][CH2:27]3)[CH2:31]2)[c:3]([F:21])[cH:4][c:5]2[c:10]([n:11]1)[N:9]([CH:12]1[CH:13]([F:15])[CH2:14]1)[C:8](=[O:16])[CH:7]([C:17](=[O:18])[OH:19])[C:6]2=[O:20]. Reactants: Nc1ccc(Cl)cn1, O=C(O)NC(=O)c1c(F)cccc1Cl. Product: O=C(NC(=O)c1c(F)cccc1Cl)Nc1ccc(Cl)cn1. RXN SMILES: [Cl:15][c:16]1[cH:17][cH:18][c:19]([NH2:22])[n:20][cH:21]1.[Cl:1][c:2]1[c:3]([C:4](=[O:5])[NH:6][C:7](=[O:8])[OH:9])[c:10]([F:14])[cH:11][cH:12][cH:13]1>>[Cl:1][c:2]1[c:3]([C:4](=[O:5])[NH:6][C:7](=[O:9])[NH:22][c:19]2[cH:18][cH:17][c:16]([Cl:15])[cH:21][n:20]2)[c:10]([F:14])[cH:11][cH:12][cH:13]1.